describe an organic reaction: reactants, conditions, products, and yield From a dataset of the Open Reaction Database (ORD), a public repository of structured organic reaction records. Reactants: C, CCOCC, [H][H], O=C(Nc1cc(Oc2ccc([N+](=O)[O-])cc2)ccn1)N1CCC(N2CCCCC2)CC1, C1CCOC1, [Pd]. Yields the product Nc1ccc(Oc2ccnc(NC(=O)N3CCC(N4CCCCC4)CC3)c2)cc1. Reaction SMILES: [C:44].[CH3:39][CH2:40][O:41][CH2:42][CH3:43].[H:32][H:33].[N+:1]([O-:2])(=[O:3])[c:4]1[cH:5][cH:6][c:7]([O:8][c:9]2[cH:10][c:11]([NH:15][C:16](=[O:17])[N:18]3[CH2:19][CH2:20][CH:21]([N:24]4[CH2:25][CH2:26][CH2:27][CH2:28][CH2:29]4)[CH2:22][CH2:23]3)[n:12][cH:13][cH:14]2)[cH:30][cH:31]1.[O:34]1[CH2:35][CH2:36][CH2:37][CH2:38]1.[Pd:45]>>[NH2:1][c:4]1[cH:5][cH:6][c:7]([O:8][c:9]2[cH:10][c:11]([NH:15][C:16](=[O:17])[N:18]3[CH2:19][CH2:20][CH:21]([N:24]4[CH2:25][CH2:26][CH2:27][CH2:28][CH2:29]4)[CH2:22][CH2:23]3)[n:12][cH:13][cH:14]2)[cH:30][cH:31]1.